Dataset: the Open Reaction Database (ORD), a public repository of structured organic reaction records. Task: describe an organic reaction: reactants, conditions, products, and yield The reactants are CCOCCO, COc1cc2cc3ncc(C#N)c(Cl)c3cc2cc1OC, Nc1ccc(F)c(Cl)c1, Cl, c1ccncc1. The product is COc1cc2cc3ncc(C#N)c(Nc4ccc(F)c(Cl)c4)c3cc2cc1OC. RXN SMILES: [CH3:38][CH2:39][O:40][CH2:41][CH2:42][OH:43].[Cl:1][c:2]1[c:3]([C:20]#[N:21])[cH:4][n:5][c:6]2[cH:7][c:8]3[c:9]([cH:10][c:11]12)[cH:12][c:13]([O:18][CH3:19])[c:14]([O:16][CH3:17])[cH:15]3.[Cl:22][c:23]1[cH:24][c:25]([NH2:26])[cH:27][cH:28][c:29]1[F:30].[ClH:31].[n:32]1[cH:33][cH:34][cH:35][cH:36][cH:37]1>>[c:2]1([NH:26][c:25]2[cH:24][c:23]([Cl:22])[c:29]([F:30])[cH:28][cH:27]2)[c:3]([C:20]#[N:21])[cH:4][n:5][c:6]2[cH:7][c:8]3[c:9]([cH:10][c:11]12)[cH:12][c:13]([O:18][CH3:19])[c:14]([O:16][CH3:17])[cH:15]3.